From a dataset of the Open Reaction Database (ORD), a public repository of structured organic reaction records. describe an organic reaction: reactants, conditions, products, and yield The reactants are CC(=O)O, Cl, Cl, CCOC(=O)C(CCCCCCN)NC1CSc2ccccc2N(CC(=O)O)C1=O, [Na+], [OH-], O. Product: NCCCCCCC(NC1CSc2ccccc2N(CC(=O)O)C1=O)C(=O)O. RXN SMILES: [CH3:33][C:34](=[O:35])[OH:36].[ClH:1].[ClH:2].[NH2:3][CH2:4][CH2:5][CH2:6][CH2:7][CH2:8][CH2:9][CH:10]([C:11](=[O:12])[O:13][CH2:14][CH3:15])[NH:16][CH:17]1[CH2:18][S:19][c:20]2[c:21]([cH:29][cH:30][cH:31][cH:32]2)[N:22]([CH2:25][C:26](=[O:27])[OH:28])[C:23]1=[O:24].[Na+:39].[OH-:38].[OH2:37]>>[NH2:3][CH2:4][CH2:5][CH2:6][CH2:7][CH2:8][CH2:9][CH:10]([C:11](=[O:12])[OH:13])[NH:16][CH:17]1[CH2:18][S:19][c:20]2[c:21]([cH:29][cH:30][cH:31][cH:32]2)[N:22]([CH2:25][C:26](=[O:27])[OH:28])[C:23]1=[O:24]. Starting materials: Cl (hydrochloric acid), OC(CN)C1=CC=CC(=N1)Cl (2-hydroxy-2-(2-chloro-pyridin-6-yl)-ethanamine), [H-].[Na+] (sodium hydride), ClCC(=O)OCC (ethyl chloroacetate), N (ammonia). Run in O (water), C(C)O (ethanol), C1(=CC=CC=C1)C (toluene). Conditions: time 40 minute. The product is ClC1=CC=CC(=N1)C1CNC(CO1)=O (2-(6-Chloro-pyridin-2-yl)-morpholin-5-one). Reaction SMILES: [OH:1][CH:2]([C:5]1[N:10]=[C:9]([Cl:11])[CH:8]=[CH:7][CH:6]=1)[CH2:3][NH2:4].[H-].[Na+].Cl[CH2:15][C:16](OCC)=[O:17].Cl.N>C1(C)C=CC=CC=1.O.C(O)C>[Cl:11][C:9]1[N:10]=[C:5]([CH:2]2[O:1][CH2:15][C:16](=[O:17])[NH:4][CH2:3]2)[CH:6]=[CH:7][CH:8]=1 |f:1.2|. Procedure details: 6 g (0.0347 mol) of 2-hydroxy-2-(2-chloro-pyridin-6-yl)-ethanamine are dissolved in 160 ml of absolute toluene and mixed with 2.2 g (0.047 mol) of 50% sodium hydride in oil and stirred for 40 minutes at ambient temperature. Then 4.16 g (0.034 mol) of ethyl chloroacetate are added dropwise. The reaction mixture is stirred for 18 hours at ambient temperature and then carefully mixed with 10 ml of ethanol and 30 ml of water and subsequently acidified with dilute hydrochloric acid. The reaction solu... The product is NNC(=S)c1cccc(I)c1. Starting materials: COc1ccc(P2(=S)SP(=S)(c3ccc(OC)cc3)S2)cc1, Cc1ccccc1, NNC(=O)c1cccc(I)c1. RXN SMILES: [CH3:12][O:13][c:14]1[cH:15][cH:16][c:17]([P:18]2(=[S:21])[S:19][P:20]([c:22]3[cH:23][cH:24][c:25]([O:26][CH3:27])[cH:28][cH:29]3)(=[S:30])[S:31]2)[cH:32][cH:33]1.[CH3:34][c:35]1[cH:36][cH:37][cH:38][cH:39][cH:40]1.[I:1][c:2]1[cH:3][c:4]([C:5](=[O:6])[NH:7][NH2:8])[cH:9][cH:10][cH:11]1>>[I:1][c:2]1[cH:3][c:4]([C:5]([NH:7][NH2:8])=[S:21])[cH:9][cH:10][cH:11]1.